From a dataset of the Open Reaction Database (ORD), a public repository of structured organic reaction records. describe an organic reaction: reactants, conditions, products, and yield Reactants: O=C/C=C/C(=O)OCC (ethyl trans-4-oxo-2-butenoate), COC1=CC=C(C=C1)S(=O)(=O)N=C\C=C\C1=CC=C(C=C1)OC (trans-N-(4-methoxybenzenesulfonyl)-3-(4-methoxyphenyl)prop-2-en-1-imine), hexanes i-PrOH. Run in C(Cl)(Cl)Cl (CHCl3). The product is COC1=CC=C(C=C1)[C@@H]1[C@@H](C(N(C=C1)S(=O)(=O)C1=CC=C(C=C1)OC)=O)CC(=O)OCC (Ethyl 2-((3S,4S)-4-(4-methoxyphenyl)-1-(4-methoxyphenylsulfonyl)-2-oxo-1,2,3,4-tetra-hydropyridin-3-yl)acetate). The yield is 81.0%. Reaction SMILES: [O:1]=[CH:2]/[CH:3]=[CH:4]/[C:5]([O:7][CH2:8][CH3:9])=[O:6].[CH3:10][O:11][C:12]1[CH:17]=[CH:16][C:15]([S:18]([N:21]=[CH:22]/[CH:23]=[CH:24]/[C:25]2[CH:30]=[CH:29][C:28]([O:31][CH3:32])=[CH:27][CH:26]=2)(=[O:20])=[O:19])=[CH:14][CH:13]=1>C(Cl)(Cl)Cl>[CH3:32][O:31][C:28]1[CH:29]=[CH:30][C:25]([C@H:24]2[CH:23]=[CH:22][N:21]([S:18]([C:15]3[CH:14]=[CH:13][C:12]([O:11][CH3:10])=[CH:17][CH:16]=3)(=[O:20])=[O:19])[C:2](=[O:1])[C@H:3]2[CH2:4][C:5]([O:7][CH2:8][CH3:9])=[O:6])=[CH:26][CH:27]=1. Procedure details: The title compound was prepared according to the general procedure from ethyl trans-4-oxo-2-butenoate and trans-N-(4-methoxybenzenesulfonyl)-3-(4-methoxyphenyl)prop-2-en-1-imine using 10 mol % 9 as the catalyst in 81% yield as a yellow solid. [α]D20 (c 1.04, CHCl3)=+143.6; mp=107-110° C.; 1H NMR (400 MHz, CDCl3) δ 8.03 (dd, 2H, J=7.1, 1.8 Hz), 7.13 (d, 1H, J=8.1 Hz), 7.05 (dd, 2H, J=7.1, 1.8 Hz), 6.55-6.48 (m, 4H), 5.59 (dd, 1H, J=8.0, 6.6 Hz), 4.16-4.09 (m, 2H), 3.92 (s, 3H), 3.71 (s, 3H), 3.60... Procedure details: 3-Chloro-6-[4-(3-chloro-phenylethynyl)-2-methyl-imidazol-1-yl]-pyridazine (100 mg, 0.30 mmol) was dissolved in 2 mL dimethylforamide and dimethyl-amine hydrochloride (124 mg, 1.5 mmol) and cesium carbonate (396 mg, 1.2 mmol) were added. The reaction mixture was heated in the microwave at 140° C. for 60 min. After cooling to room temperature the reaction mixture was treated with 50 mL water and extracted three times with ethyl acetate (50 mL each). The combined organic extracts were dried with ma... Run in CN(C=O)C (dimethylforamide). Reactants: ClC=1N=NC(=CC1)N1C(=NC(=C1)C#CC1=CC(=CC=C1)Cl)C (3-Chloro-6-[4-(3-chloro-phenylethynyl)-2-methyl-imidazol-1-yl]-pyridazine), O (water), Cl.CNC (dimethyl-amine hydrochloride), C([O-])([O-])=O.[Cs+].[Cs+] (cesium carbonate). The yield is 55.0%. Conditions: temperature 140 celsius. Product: ClC=1C=C(C=CC1)C#CC=1N=C(N(C1)C1=CC=C(N=N1)N(C)C)C ({6-[4-(3-Chloro-phenylethynyl)-2-methyl-imidazol-1-yl]-pyridazin-3-yl}-dimethyl-amine), solid. Reaction SMILES: Cl[C:2]1[N:3]=[N:4][C:5]([N:8]2[CH:12]=[C:11]([C:13]#[C:14][C:15]3[CH:20]=[CH:19][CH:18]=[C:17]([Cl:21])[CH:16]=3)[N:10]=[C:9]2[CH3:22])=[CH:6][CH:7]=1.Cl.[CH3:24][NH:25][CH3:26].C(=O)([O-])[O-].[Cs+].[Cs+].O>CN(C)C=O>[Cl:21][C:17]1[CH:16]=[C:15]([C:14]#[C:13][C:11]2[N:10]=[C:9]([CH3:22])[N:8]([C:5]3[N:4]=[N:3][C:2]([N:25]([CH3:26])[CH3:24])=[CH:7][CH:6]=3)[CH:12]=2)[CH:20]=[CH:19][CH:18]=1 |f:1.2,3.4.5|. Reactants: [Si](C1=CC=CC=C1)(C1=CC=CC=C1)(C(C)(C)C)OCC=1C=C(CN2C(=CC3=NC(=CC=C32)N(NC(=O)OC(C)(C)C)C(=O)OC(C)(C)C)C3=NNC=C3)C=C(C1)Cl (Di-tert-butyl 1-[1-[3-({[tert-butyl(diphenyl)silyl]oxy}methyl)-5-chlorobenzyl]-2-(1H-pyrazol-3-yl)-1H-pyrrolo[3,2-b]pyridin-5-yl]hydrazine-1,2-dicarboxylate), C(C)(=O)O (acetic acid). Yields the product [Si](C1=CC=CC=C1)(C1=CC=CC=C1)(C(C)(C)C)OCC=1C=C(CN2C(=CC3=C2C=CC=2N3C(=NN2)C)C2=CC=NN2)C=C(C1)Cl (6-[3-({[tert-Butyl(diphenyl)silyl]oxy}methyl)-5-chlorobenzyl]-1-methyl-7-(1H-pyrazol-5-yl)-6H-pyrrolo[2,3-e][1,2,4]triazolo[4,3-a]pyridine). Reaction SMILES: [Si:1]([O:18][CH2:19][C:20]1[CH:21]=[C:22]([CH:54]=[C:55]([Cl:57])[CH:56]=1)[CH2:23][N:24]1[C:32]2[C:27](=[N:28][C:29]([N:33](C(OC(C)(C)C)=O)[NH:34]C(OC(C)(C)C)=O)=[CH:30][CH:31]=2)[CH:26]=[C:25]1[C:49]1[CH:53]=[CH:52][NH:51][N:50]=1)([C:14]([CH3:17])([CH3:16])[CH3:15])([C:8]1[CH:13]=[CH:12][CH:11]=[CH:10][CH:9]=1)[C:2]1[CH:7]=[CH:6][CH:5]=[CH:4][CH:3]=1.[C:58](O)(=O)[CH3:59]>>[Si:1]([O:18][CH2:19][C:20]1[CH:21]=[C:22]([CH:54]=[C:55]([Cl:57])[CH:56]=1)[CH2:23][N:24]1[C:32]2[CH:31]=[CH:30][C:29]3[N:28]([C:58]([CH3:59])=[N:34][N:33]=3)[C:27]=2[CH:26]=[C:25]1[C:49]1[NH:50][N:51]=[CH:52][CH:53]=1)([C:14]([CH3:15])([CH3:16])[CH3:17])([C:8]1[CH:9]=[CH:10][CH:11]=[CH:12][CH:13]=1)[C:2]1[CH:3]=[CH:4][CH:5]=[CH:6][CH:7]=1. Reported procedure: A solution of di-tert-butyl 1-[1-[3-({[tert-butyl(diphenyl)silyl]oxy}methyl)-5-chlorobenzyl]-2-(1H-pyrazol-3-yl)-1H-pyrrolo[3,2-b]pyridin-5-yl]hydrazine-1,2-dicarboxylate (1.1 g, 1.4 mmol, from Step 3) in acetic acid (28 mL) was heated at 130° C. for 1.5 hours. Acetic acid was removed in vacuo, and the residue was dissolved in DCM and washed with saturated NaHCO3. The aqueous layer was extracted with DCM. The combined organic extracts were dried over sodium sulfate, filtered and concentrated. Th... Starting materials: Br, ClC(Cl)Cl, N#C[Cu]C#N, COc1cccc(F)c1. The product is COc1ccc(C#N)c(F)c1. RXN SMILES: [Br:10].[CH:16]([Cl:17])([Cl:18])[Cl:19].[Cu:11]([C:12]#[N:13])[C:14]#[N:15].[F:1][c:2]1[cH:3][c:4]([O:8][CH3:9])[cH:5][cH:6][cH:7]1>>[F:1][c:2]1[cH:3][c:4]([O:8][CH3:9])[cH:5][cH:6][c:7]1[C:12]#[N:13]. Starting materials: L-(-)-butyl lactate, C1(C=CC(N1)=O)=O.C=CC1=CC=CC=C1 (maleimide styrene), C1(=CC=CC=C1)P(C1=CC=CC=C1)C1=CC=CC=C1 (triphenylphosphine), N(=NC(=O)[O-])C(=O)OCC (ethyl azodicarboxylate), CO (methanol). The solvent is CN(C)C=O (DMF). Reaction conditions: time 15 minute. Yields the product C(CCC)OC(=O)CCN1C(C=CC1=O)=O.C=CC1=CC=CC=C1 (N-(Butoxycarbonylethyl)Maleimide Styrene). RXN SMILES: [C:1]1(=[O:7])[NH:5][C:4](=[O:6])[CH:3]=[CH:2]1.[CH2:8]=[CH:9][C:10]1[CH:15]=[CH:14][CH:13]=[CH:12][CH:11]=1.[C:16]1(P(C2C=CC=CC=2)C2C=CC=CC=2)C=CC=C[CH:17]=1.N([C:40]([O:42][CH2:43][CH3:44])=[O:41])=NC([O-])=O.CO>CN(C=O)C>[CH2:43]([O:42][C:40]([CH2:16][CH2:17][N:5]1[C:4](=[O:6])[CH:3]=[CH:2][C:1]1=[O:7])=[O:41])[CH2:44][CH2:8][CH3:9].[CH2:8]=[CH:9][C:10]1[CH:15]=[CH:14][CH:13]=[CH:12][CH:11]=1 |f:0.1,6.7|. Procedure: 2 g of maleimide-styrene copolymer are dissolved in 25 ml of DMF, 3 g of triphenylphosphine and 1.8 ml of ethyl azodicarboxylate are added, and the mixture is stirred for 15 minutes, during which slight warming occurs. 1.5 ml of L-(-)-butyl lactate are then added, and the mixture is stirred at room temperature for 20 hours, giving a clear, red-brown solution, which is poured into 300 ml of methanol. A milky-white precipitation of the polymer is obtained. Since the substance has a tacky consisten...